This data is from the Open Reaction Database (ORD), a public repository of structured organic reaction records. The task is: describe an organic reaction: reactants, conditions, products, and yield Starting materials: ClC1=C(C(=NC(=N1)SCCC)N[C@@H]1C[C@@H]([C@@H]2[C@H]1OC(O2)(C)C)OCCO)[N+](=O)[O-] (2-((3aR,4S,6R,6aS)-6-(6-chloro-5-nitro-2-(propylthio)pyrimidin-4-ylamino)-2,2-dimethyl-tetrahydro-3aH-cyclopenta[d][1,3]dioxol-4-yloxy)ethanol), C(C)(=O)O (acetic acid). The reagents and catalysts are [Fe] (iron). Run in O.C(C)O (water ethanol). Run at temperature 60 celsius, time 20 minute. Product: NC=1C(=NC(=NC1Cl)SCCC)N[C@@H]1C[C@@H]([C@@H]2[C@H]1OC(O2)(C)C)OCCO (2-((3aR,4S,6R,6aS)-6-(5-Amino-6-chloro-2-(propylthio)pyrimidin-4-ylamino)-2,2-dimethyl-tetrahydro-3aH-cyclopenta[d][1,3]dioxol-4-yloxy)ethanol). Isolated yield 104.6%. RXN SMILES: [Cl:1][C:2]1[N:7]=[C:6]([S:8][CH2:9][CH2:10][CH3:11])[N:5]=[C:4]([NH:12][C@H:13]2[C@@H:17]3[O:18][C:19]([CH3:22])([CH3:21])[O:20][C@@H:16]3[C@@H:15]([O:23][CH2:24][CH2:25][OH:26])[CH2:14]2)[C:3]=1[N+:27]([O-])=O.C(O)(=O)C>[Fe].O.C(O)C>[NH2:27][C:3]1[C:4]([NH:12][C@H:13]2[C@@H:17]3[O:18][C:19]([CH3:21])([CH3:22])[O:20][C@@H:16]3[C@@H:15]([O:23][CH2:24][CH2:25][OH:26])[CH2:14]2)=[N:5][C:6]([S:8][CH2:9][CH2:10][CH3:11])=[N:7][C:2]=1[Cl:1] |f:3.4|. Reported procedure: A suspension of 2-((3aR,4S,6R,6aS)-6-(6-chloro-5-nitro-2-(propylthio)pyrimidin-4-ylamino)-2,2-dimethyl-tetrahydro-3aH-cyclopenta[d][1,3]dioxol-4-yloxy)ethanol (800 mg, 1.78 mmol, 1.00 equiv.), iron powder (800 mg, 14.29 mmol, 8.00 equiv.), acetic acid (860 mg, 14.33 mmol, 8.00 equiv.) and water/ethanol (10 mL) was stirred at about 60° C. for about 20 minutes in an oil bath. After the solids were removed by filtration, the resulting filtrate was extracted with dichloromethane (3×10 mL). The organ... Reactants: FC(F)=C(F)Br, CC(C)=O, [K+], [OH-], COC(=O)c1cccc(O)c1. The product is COC(=O)c1cccc(OC(F)(F)C(F)Br)c1. As a reaction SMILES: [Br:1][C:2](=[C:3]([F:4])[F:5])[F:6].[CH3:20][C:21](=[O:22])[CH3:23].[K+:19].[OH-:18].[OH:7][c:8]1[cH:9][c:10]([C:11](=[O:12])[O:13][CH3:14])[cH:15][cH:16][cH:17]1>>[Br:1][CH:2]([C:3]([F:4])([F:5])[O:7][c:8]1[cH:9][c:10]([C:11](=[O:12])[O:13][CH3:14])[cH:15][cH:16][cH:17]1)[F:6]. The reactants are O1[C@H]2[C@@H]1C[C@@H]1CC[C@H]3[C@@H]4CC[C@H](C(C)=O)[C@]4(CC([C@@H]3[C@]1(C2)C)=O)C (2α,3α-epoxy-5α-pregnane-11,20-dione), [N-]=[N+]=[N-].[Na+] (sodium azide), [N-]=[N+]=[N-].[Na+] (sodium azide), CN(C=O)C (dimethylformamide). Solvent: O (water). Yields the product N(=[N+]=[N-])[C@@H]1[C@H](C[C@@H]2CC[C@H]3[C@@H]4CC[C@H](C(C)=O)[C@]4(CC([C@@H]3[C@]2(C1)C)=O)C)O (2β-azido-3α-hydroxy-5α-pregnane-11,20-dione). As a reaction SMILES: [O:1]1[C@H:3]2[CH2:4][C@H:5]3[C@:20]([CH3:22])([CH2:21][C@@H:2]12)[C@@H:19]1[C@H:8]([C@H:9]2[C@:16]([CH3:24])([CH2:17][C:18]1=[O:23])[C@@H:12]([C:13](=[O:15])[CH3:14])[CH2:11][CH2:10]2)[CH2:7][CH2:6]3.[N-:25]=[N+:26]=[N-:27].[Na+].CN(C)C=O>O>[N:25]([C@H:2]1[CH2:21][C@@:20]2([CH3:22])[C@@H:5]([CH2:6][CH2:7][C@@H:8]3[C@@H:19]2[C:18](=[O:23])[CH2:17][C@@:16]2([CH3:24])[C@H:9]3[CH2:10][CH2:11][C@@H:12]2[C:13](=[O:15])[CH3:14])[CH2:4][C@@H:3]1[OH:1])=[N+:26]=[N-:27] |f:1.2|. Procedure: 2α,3α-epoxy-5α-pregnane-11,20-dione (1 g) was added to a mixture of sodium azide (1g), boric acid (1g) and dimethylformamide (20 ml) and the mixture refluxed for 5 hours. The mixture was cooled, poured into water and the resulting emulsion extracted into methylene chloride (2 × 150 ml.). The organic extracts were washed with water (2 × 300 ml.) dried over anhydrous sodium sulphate and evaporated to a red oil which was purified by preparative T.L.C. using ethyl acetate/petrol (1/1), the main band... Reactants: O (water), IC1=CC=C(C=C1)NCC1=C(C=C(C=C1)C(F)(F)F)C=1C=CC(=NC1)C(=O)NCCC(=O)OCC (Ethyl 3-(5-(2-(((4-iodophenyl)amino)methyl)-5-(trifluoromethyl)phenyl)picolinamido)propanoate), ClC1=CC(=C(C=C1)B(O)O)C ((4-chloro-2-methylphenyl)boronic acid), C(=O)([O-])[O-].[K+].[K+] (K2CO3). Reagents/catalysts: C1=CC=C(C=C1)P([C-]2C=CC=C2)C3=CC=CC=C3.C1=CC=C(C=C1)P([C-]2C=CC=C2)C3=CC=CC=C3.Cl[Pd]Cl.[Fe+2] (Pd(dppf)Cl2). Solvent: O1CCOCC1 (1,4-dioxane), CCOC(=O)C (EtOAc). Yields the product ClC1=CC(=C(C=C1)C1=CC=C(C=C1)NCC1=C(C=C(C=C1)C(F)(F)F)C=1C=CC(=NC1)C(=O)NCCC(=O)OCC)C (ethyl 3-(5-(2-(((4′-chloro-2′-methyl-[1,1′-biphenyl]-4-yl)amino)methyl)-5-(trifluoromethyl)phenyl)picolinamido)propanoate). Reaction SMILES: I[C:2]1[CH:7]=[CH:6][C:5]([NH:8][CH2:9][C:10]2[CH:15]=[CH:14][C:13]([C:16]([F:19])([F:18])[F:17])=[CH:12][C:11]=2[C:20]2[CH:21]=[CH:22][C:23]([C:26]([NH:28][CH2:29][CH2:30][C:31]([O:33][CH2:34][CH3:35])=[O:32])=[O:27])=[N:24][CH:25]=2)=[CH:4][CH:3]=1.[Cl:36][C:37]1[CH:42]=[CH:41][C:40](B(O)O)=[C:39]([CH3:46])[CH:38]=1.C([O-])([O-])=O.[K+].[K+].O>O1CCOCC1.CCOC(C)=O.C1C=CC(P(C2C=CC=CC=2)[C-]2C=CC=C2)=CC=1.C1C=CC(P(C2C=CC=CC=2)[C-]2C=CC=C2)=CC=1.Cl[Pd]Cl.[Fe+2]>[Cl:36][C:37]1[CH:42]=[CH:41][C:40]([C:2]2[CH:7]=[CH:6][C:5]([NH:8][CH2:9][C:10]3[CH:15]=[CH:14][C:13]([C:16]([F:17])([F:19])[F:18])=[CH:12][C:11]=3[C:20]3[CH:21]=[CH:22][C:23]([C:26]([NH:28][CH2:29][CH2:30][C:31]([O:33][CH2:34][CH3:35])=[O:32])=[O:27])=[N:24][CH:25]=3)=[CH:4][CH:3]=2)=[C:39]([CH3:46])[CH:38]=1 |f:2.3.4,8.9.10.11|. Procedure details: Ethyl 3-(5-(2-(((4-iodophenyl)amino)methyl)-5-(trifluoromethyl)phenyl)picolinamido)propanoate (150 mg, 0.25 mmol), (4-chloro-2-methylphenyl)boronic acid (51 mg, 0.30 mmol), Pd(dppf)Cl2 (21 mg, 0.03 mmol), and K2CO3 (69 mg, 0.50 mmol) were dissolved in 1,4-dioxane (1.6 mL) and water (0.4 mL) and the resulting mixture was heated to 80° C. After 16 h the resulting mixture was cooled to room temperature, diluted with EtOAc, washed with water and brine, dried (Na2SO4), and dry packed onto silica gel.... Starting materials: Cl.COC([C@@H](N)CC1=CC=CC=C1)=O (Phenylalanine methyl ester hydrochloride), Cl.C(C)N=C=NCCCN(C)C (1-ethyl-3-(3-dimethylaminopropyl)carbodiimide hydrochloride), ON1N=NC2=C1N=CC=C2 (1-hydroxy-7-azabenzotriazole), N1=C(C=CC=C1C)C (2,6-lutidine), BrC=1N(C(=NN1)SCC(=O)O)C1=CC=C(C2=CC=CC=C12)C1CC1 (2-(5-bromo-4-(4-cyclopropylnaphthalen-1-yl)-4H-1,2,4-triazol-3-ylthio)acetic acid). The solvent is ClCCl (dichloromethane). Conditions: time 18 hour. Product: BrC=1N(C(=NN1)SCC(=O)NC(C(=O)OC)CC1=CC=CC=C1)C1=CC=C(C2=CC=CC=C12)C1CC1 (Methyl 2-(2-(5-bromo-4-(1-cyclopropylnaphthalen-4-yl)-4H-1,2,4-triazol-3-ylthio) acetamido)-3-phenylpropanoate). As a reaction SMILES: Cl.[CH3:2][O:3][C:4](=[O:14])[C@H:5]([CH2:7][C:8]1[CH:13]=[CH:12][CH:11]=[CH:10][CH:9]=1)[NH2:6].Cl.C(N=C=NCCCN(C)C)C.ON1C2N=CC=CC=2N=N1.N1C(C)=CC=CC=1C.[Br:45][C:46]1[N:47]([C:56]2[C:65]3[C:60](=[CH:61][CH:62]=[CH:63][CH:64]=3)[C:59]([CH:66]3[CH2:68][CH2:67]3)=[CH:58][CH:57]=2)[C:48]([S:51][CH2:52][C:53](O)=[O:54])=[N:49][N:50]=1>ClCCl>[Br:45][C:46]1[N:47]([C:56]2[C:65]3[C:60](=[CH:61][CH:62]=[CH:63][CH:64]=3)[C:59]([CH:66]3[CH2:68][CH2:67]3)=[CH:58][CH:57]=2)[C:48]([S:51][CH2:52][C:53]([NH:6][CH:5]([CH2:7][C:8]2[CH:13]=[CH:12][CH:11]=[CH:10][CH:9]=2)[C:4]([O:3][CH3:2])=[O:14])=[O:54])=[N:49][N:50]=1 |f:0.1,2.3|. Procedure: Phenylalanine methyl ester hydrochloride (1.48 mmol), 1-ethyl-3-(3-dimethylaminopropyl)carbodiimide hydrochloride (1.86 mmol), 1-hydroxy-7-azabenzotriazole (1.86 mmol) and 2,6-lutidine (0.43 mL, 3.71 mmol) are added to a solution of 2-(5-bromo-4-(4-cyclopropylnaphthalen-1-yl)-4H-1,2,4-triazol-3-ylthio)acetic acid (0.5 g, 1.24 mmol) in dichloromethane (6.18 mL). The mixture is stirred at room temperature for 18 hours and then purified by SGC (0-100% EtOAc/Hexanes). Yield: 10.3%. Run in COCCO (2-methoxyethanol). Procedure: Combined 3-Chloro-2-(2,5-dichloro-pyrimidin-4-ylamino)-N-methyl-benzamide (91 mg, 0.275 mmol), 7-Amino-1-ethyl-5,5-dimethyl-1,3,4,5-tetrahydro-benzo[b]azepin-2-one (64 mg, 0.275 mmol), DL-10-Camphorsulfonic acid (82 mg, 0.353 mmol) and 2-methoxyethanol (3 mL). Heated reaction to 120° C. for 2.5 hours. Evaporated off solvent, dissolved residue in methylene chloride and washed with saturated sodium bicarbonate solution, then brine. Dried with magnesium sulfate, filtered and purified with normal ph... Reaction SMILES: [Cl:1][C:2]1[C:3]([NH:12][C:13]2[C:18]([Cl:19])=[CH:17][N:16]=[C:15](Cl)[N:14]=2)=[C:4]([CH:9]=[CH:10][CH:11]=1)[C:5]([NH:7][CH3:8])=[O:6].[NH2:21][C:22]1[CH:37]=[CH:36][C:25]2[N:26]([CH2:34][CH3:35])[C:27](=[O:33])[CH2:28][CH2:29][C:30]([CH3:32])([CH3:31])[C:24]=2[CH:23]=1.CC1(C)[C@]2(CS(O)(=O)=O)C(C[C@H]1CC2)=O>COCCO>[Cl:1][C:2]1[C:3]([NH:12][C:13]2[C:18]([Cl:19])=[CH:17][N:16]=[C:15]([NH:21][C:22]3[CH:37]=[CH:36][C:25]4[N:26]([CH2:34][CH3:35])[C:27](=[O:33])[CH2:28][CH2:29][C:30]([CH3:31])([CH3:32])[C:24]=4[CH:23]=3)[N:14]=2)=[C:4]([CH:9]=[CH:10][CH:11]=1)[C:5]([NH:7][CH3:8])=[O:6]. Yields the product ClC=1C(=C(C(=O)NC)C=CC1)NC1=NC(=NC=C1Cl)NC1=CC2=C(N(C(CCC2(C)C)=O)CC)C=C1 (3-Chloro-2-[5-chloro-2-(1-ethyl-5,5-dimethyl-2-oxo-2,3,4,5-tetrahydro-1H-benzo[b]azepin-7-ylamino)-pyrimidin-4-ylamino]-N-methyl-benzamide). Reactants: ClC=1C(=C(C(=O)NC)C=CC1)NC1=NC(=NC=C1Cl)Cl (3-Chloro-2-(2,5-dichloro-pyrimidin-4-ylamino)-N-methyl-benzamide), NC1=CC2=C(N(C(CCC2(C)C)=O)CC)C=C1 (7-Amino-1-ethyl-5,5-dimethyl-1,3,4,5-tetrahydro-benzo[b]azepin-2-one), CC1([C@@H]2CC[C@]1(C(=O)C2)CS(=O)(=O)O)C (DL-10-Camphorsulfonic acid). Starting materials: ClC1=C(OCC=O)C=CC(=C1)Cl (2,4-dichlorophenoxyacetaldehyde), C(CS)(=O)O (thioglycolic acid), 15g, B(F)(F)F.CCOCC (boron trifluoride etherate). Solvent: CCOCC (ether). Reaction conditions: time 2 hour. The product is ClC1=C(OCC2OC(CS2)=O)C=CC(=C1)Cl (2-(2,4-dichlorophenoxymethyl)-1,3-oxathiolan-5-one). The yield is 40.1%. As a reaction SMILES: [Cl:1][C:2]1[CH:11]=[C:10]([Cl:12])[CH:9]=[CH:8][C:3]=1[O:4][CH2:5][CH:6]=[O:7].[C:13](O)(=[O:16])[CH2:14][SH:15].B(F)(F)F.CCOCC>CCOCC>[Cl:1][C:2]1[CH:11]=[C:10]([Cl:12])[CH:9]=[CH:8][C:3]=1[O:4][CH2:5][CH:6]1[S:15][CH2:14][C:13](=[O:16])[O:7]1 |f:2.3|. Procedure: A solution containing 10.25g (0.05 mole) of 2,4-dichlorophenoxyacetaldehyde, 5.1g (0.055 mole) of thioglycolic acid and 15g (0.15 mole) of boron trifluoride etherate in 250 ml of ether was stirred at ambient temperature for 2 hours, washed with 5% aqueous sodium carbonate, dried, concentrated, and triturated with hexane to give 5.6g of 2-(2,4-dichlorophenoxymethyl)-1,3-oxathiolan-5-one as an off-white crystalline solid melting at 59°-61°. Starting materials: B(Br)(Br)Br (BBr3), C(C1=CC=CC=C1)OC=1C=CC(=NC1)C=1C(N(C(=NC1)NC1=CC=CC=C1)C)=O (5-(5-(benzyloxy)pyridin-2-yl)-3-methyl-2-(phenylamino)pyrimidin-4(3H)-one), B(Br)(Br)Br (BBr3). Solvent: O (water), C(Cl)Cl (DCM). Reaction conditions: time 1 hour. Product: OC=1C=CC(=NC1)C=1C(N(C(=NC1)NC1=CC=CC=C1)C)=O (5-(5-hydroxypyridin-2-yl)-3-methyl-2-(phenylamino)pyrimidin-4(3H)-one). Yield: 77.1%. RXN SMILES: C([O:8][C:9]1[CH:10]=[CH:11][C:12]([C:15]2[C:16](=[O:29])[N:17]([CH3:28])[C:18]([NH:21][C:22]3[CH:27]=[CH:26][CH:25]=[CH:24][CH:23]=3)=[N:19][CH:20]=2)=[N:13][CH:14]=1)C1C=CC=CC=1.B(Br)(Br)Br>C(Cl)Cl.O>[OH:8][C:9]1[CH:10]=[CH:11][C:12]([C:15]2[C:16](=[O:29])[N:17]([CH3:28])[C:18]([NH:21][C:22]3[CH:27]=[CH:26][CH:25]=[CH:24][CH:23]=3)=[N:19][CH:20]=2)=[N:13][CH:14]=1. Procedure: 5-(5-(benzyloxy)pyridin-2-yl)-3-methyl-2-(phenylamino)pyrimidin-4(3H)-one (1.8 g, 4.8 mmol) was dissolved in DCM (30 ml) and BBr3 (1.0 M in DCM, 6.0 ml, 6.0 mmol) was added, causing solid to form. The reaction stirred at room temperature (flask in water bath) under nitrogen. After 1 hour, more BBr3 (1 M in DCM, 6.0 ml, 6.0 mmol) was added, and stirring was continued. When LCMS analysis indicated the product had formed, the reaction was quenched with saturated sodium bicarbonate (50 ml) and the f...